describe an organic reaction: reactants, conditions, products, and yield From a dataset of the Open Reaction Database (ORD), a public repository of structured organic reaction records. Procedure details: To a solution of 1-(4-chloromethylphenyl)ethanol (17 g) in acetonitrile (102 ml) was added dropwise conc. sulfuric acid (5.7 ml) under ice-cooling. The mixture was stirred at 0° C. for 3.5 hr and left standing overnight. The reaction mixture was poured into water and extracted with ethyl acetate. The extract was washed with an aqueous sodium hydrogencarbonate solution and saturated brine, and dried over anhydrous magnesium sulfate. The solvent was evaporated to give a white solid. This solid was... The reactants are ClCC1=CC=C(C=C1)C(C)O (1-(4-chloromethylphenyl)ethanol), S(O)(O)(=O)=O (sulfuric acid), C(C)#N (acetonitrile), O (water). Product: ClCC1=CC=C(C=C1)C(C)NC(C)=O (N-(1-(4-Chloromethylphenyl)ethyl)acetamide). As a reaction SMILES: [Cl:1][CH2:2][C:3]1[CH:8]=[CH:7][C:6]([CH:9](O)[CH3:10])=[CH:5][CH:4]=1.S(=O)(=O)(O)O.[OH2:17].[C:18](#[N:20])[CH3:19]>>[Cl:1][CH2:2][C:3]1[CH:8]=[CH:7][C:6]([CH:9]([NH:20][C:18](=[O:17])[CH3:19])[CH3:10])=[CH:5][CH:4]=1. Conditions: temperature 0 celsius, time 3.5 hour. Reactants: [OH-].[Li+] (Lithium hydroxide), Cl (hydrochloric acid), C(C)OC(C1=C(C=C(C=C1)C1=NOC(C1)(C(F)(F)F)C1=CC(=CC(=C1)Cl)Cl)C)=O (4-[5-(3,5-dichloro-phenyl)-5-trifluoromethyl-4,5-dihydro-isoxazol-3-yl]-2-methyl-benzoic acid ethyl ester). Run in O (water), O1CCCC1 (tetrahydrofuran), O (water). Conditions: temperature 50 celsius, time 18 hour. Product: ClC=1C=C(C=C(C1)Cl)C1(CC(=NO1)C1=CC(=C(C(=O)O)C=C1)C)C(F)(F)F (4-[5-(3,5-dichloro-phenyl)-5-trifluoromethyl-4,5-dihydro-isoxazol-3-yl]-2-methyl-benzoic acid). Isolated yield 98.8%. As a reaction SMILES: [OH-].[Li+].C([O:5][C:6](=[O:31])[C:7]1[CH:12]=[CH:11][C:10]([C:13]2[CH2:17][C:16]([C:22]3[CH:27]=[C:26]([Cl:28])[CH:25]=[C:24]([Cl:29])[CH:23]=3)([C:18]([F:21])([F:20])[F:19])[O:15][N:14]=2)=[CH:9][C:8]=1[CH3:30])C.Cl>O1CCCC1.O>[Cl:29][C:24]1[CH:23]=[C:22]([C:16]2([C:18]([F:20])([F:19])[F:21])[O:15][N:14]=[C:13]([C:10]3[CH:11]=[CH:12][C:7]([C:6]([OH:31])=[O:5])=[C:8]([CH3:30])[CH:9]=3)[CH2:17]2)[CH:27]=[C:26]([Cl:28])[CH:25]=1 |f:0.1|. Reported procedure: Lithium hydroxide (51 mg) was added at ambient temperature to a solution of 4-[5-(3,5-dichloro-phenyl)-5-trifluoromethyl-4,5-dihydro-isoxazol-3-yl]-2-methyl-benzoic acid ethyl ester (0.27 g) (Example I4) in tetrahydrofuran (3 ml) and water (0.75 ml). The reaction mixture was stirred at 50° C. for 18 hours. The reaction mixture was cooled to ambient temperature and diluted with water, acidified by addition of aqueous hydrochloric acid (2M) and extracted three times with ethyl acetate. The combine...